This data is from the Open Reaction Database (ORD), a public repository of structured organic reaction records. The task is: describe an organic reaction: reactants, conditions, products, and yield Yields the product COc1nccc2ccc([N+](=O)[O-])cc12. RXN SMILES: [CH3:15][O-:16].[CH3:18][OH:19].[Cl:1][c:2]1[n:3][cH:4][cH:5][c:6]2[cH:7][cH:8][c:9]([N+:12](=[O:13])[O-:14])[cH:10][c:11]12.[Na+:17]>>[c:2]1([O:16][CH3:15])[n:3][cH:4][cH:5][c:6]2[cH:7][cH:8][c:9]([N+:12](=[O:13])[O-:14])[cH:10][c:11]12. The reactants are C[O-], CO, O=[N+]([O-])c1ccc2ccnc(Cl)c2c1, [Na+].